Dataset: the Open Reaction Database (ORD), a public repository of structured organic reaction records. Task: describe an organic reaction: reactants, conditions, products, and yield The reactants are FC(C=1C=C(C=CC1)C=1C=NC(=NC1)C(C)=O)(F)F (1-(5-(3-(Trifluoromethyl)phenyl)pyrimidin-2-yl)ethanone), NH4OAc, [BH3-]C#N.[Na+] (NaBH3CN). Run in 200, CCO (EtOH). Reaction conditions: temperature 120 celsius. Yields the product FC(C=1C=C(C=CC1)C=1C=NC(=NC1)C(C)N)(F)F (1-(5-(3-(trifluoromethyl)phenyl)pyrimidin-2-yl)ethanamine). The yield is 100.3%. Reaction SMILES: [F:1][C:2]([F:19])([F:18])[C:3]1[CH:4]=[C:5]([C:9]2[CH:10]=[N:11][C:12]([C:15](=O)[CH3:16])=[N:13][CH:14]=2)[CH:6]=[CH:7][CH:8]=1.[BH3-]C#[N:22].[Na+]>CCO>[F:1][C:2]([F:19])([F:18])[C:3]1[CH:4]=[C:5]([C:9]2[CH:10]=[N:11][C:12]([CH:15]([NH2:22])[CH3:16])=[N:13][CH:14]=2)[CH:6]=[CH:7][CH:8]=1 |f:1.2|. Procedure: 1-(5-(3-(Trifluoromethyl)phenyl)pyrimidin-2-yl)ethanone (260 mg, 0.977 mmol), NH4OAc (1.13 g, 14.6 mmol), and NaBH3CN (245 mg, 3.91 mmol) were taken up in 8 mL 200 proof EtOH, and heated at 120° C. for 5 minutes in a microwave apparatus. The mixture was concentrated to remove the EtOH. Crude was taken up in 30 ml water+25 mL EtOAc. 6N NaOH was added until aqueous pH was ˜10. Separated layers, and extracted aqueous with EtOAc (25 ml). The combined organic layer was washed with 25 mL brine and dri...